This data is from the Open Reaction Database (ORD), a public repository of structured organic reaction records. The task is: describe an organic reaction: reactants, conditions, products, and yield Starting materials: CCOP(=O)(C=Cc1cn(-c2ccccc2)nc1OCc1ccc(OCc2nc(-c3ccco3)oc2C)c(C(=O)OC)c1)OCC, CCO, Cl, [Na+], C1CCOC1, [OH-], O. The product is CCOP(=O)(C=Cc1cn(-c2ccccc2)nc1OCc1ccc(OCc2nc(-c3ccco3)oc2C)c(C(=O)O)c1)OCC. RXN SMILES: [CH2:1]([CH3:2])[O:3][P:4](=[O:5])([O:6][CH2:7][CH3:8])[CH:9]=[CH:10][c:11]1[c:12]([O:22][CH2:23][c:24]2[cH:25][cH:26][c:27]([O:34][CH2:35][c:36]3[n:37][c:38](-[c:42]4[o:43][cH:44][cH:45][cH:46]4)[o:39][c:40]3[CH3:41])[c:28]([C:29](=[O:30])[O:31][CH3:32])[cH:33]2)[n:13][n:14](-[c:16]2[cH:17][cH:18][cH:19][cH:20][cH:21]2)[cH:15]1.[CH3:56][CH2:57][OH:58].[ClH:54].[Na+:53].[O:47]1[CH2:48][CH2:49][CH2:50][CH2:51]1.[OH-:52].[OH2:55]>>[CH2:1]([CH3:2])[O:3][P:4](=[O:5])([O:6][CH2:7][CH3:8])[CH:9]=[CH:10][c:11]1[c:12]([O:22][CH2:23][c:24]2[cH:25][cH:26][c:27]([O:34][CH2:35][c:36]3[n:37][c:38](-[c:42]4[o:43][cH:44][cH:45][cH:46]4)[o:39][c:40]3[CH3:41])[c:28]([C:29](=[O:30])[OH:31])[cH:33]2)[n:13][n:14](-[c:16]2[cH:17][cH:18][cH:19][cH:20][cH:21]2)[cH:15]1.